This data is from the Open Reaction Database (ORD), a public repository of structured organic reaction records. The task is: describe an organic reaction: reactants, conditions, products, and yield Starting materials: C(=C)C1=NC=CN=C1 (vinylpyrazine), ( 1 ), C(C1=CC=CC=C1)(=O)OOC(C1=CC=CC=C1)=O (benzoyl peroxide), C(=C)C1=NC=CN=C1 (vinylpyrazine), thiolic acid ester, CS (methylmercaptan). Yields the product N1=C(C=NC=C1)CCS (2-Pyrazinyl-ethyl mercaptan), CSCCC1=NC=CN=C1 (2-Pyrazinyl-ethyl methyl sulfide). As a reaction SMILES: [CH:1]([C:3]1[CH:8]=[N:7][CH:6]=[CH:5][N:4]=1)=[CH2:2].[CH3:9][SH:10].C(OOC(=O)C1C=CC=CC=1)(=O)C1C=CC=CC=1>>[N:4]1[CH:5]=[CH:6][N:7]=[CH:8][C:3]=1[CH2:1][CH2:2][SH:10].[CH3:9][S:10][CH2:2][CH2:1][C:3]1[CH:8]=[N:7][CH:6]=[CH:5][N:4]=1. Procedure details: g. 2-Pyrazinyl-ethyl mercaptan was prepared by reacting vinylpyrazine [obtained by the method described in J.Org.Chem. 27, 1363 (1962)] and hydrolizing the resulting thiolic acid ester according to the method described in J.Org.Chem. 22, 980 (1957). The product has a b.p. of 56.5°-60° C./0.003 mm. Hg. (1) h. 2-Pyrazinyl-ethyl methyl sulfide was prepared by reacting vinylpyrazine [c.f. J.Org.Chem. 27, 1363 (1962)] with methylmercaptan by the action of ultra violet light and in the presence of ben...